This data is from the Open Reaction Database (ORD), a public repository of structured organic reaction records. The task is: describe an organic reaction: reactants, conditions, products, and yield The reactants are C(C)(C)(C)ON=C1C=C(OC2=CC=C(C=C12)O)C1=CC=2N(C=N1)C=CC2 (6-hydroxy-2-pyrrolo[1,2-c]pyrimidin-3-yl-chromen-4-one O-tert-butyl oxime), ClCCC1=CC=NC=C1 (4-(2-Chloro-ethyl)-pyridine). Yields the product Cl.N1=CC=C(C=C1)CCOC=1C=C2C(C=C(OC2=CC1)C1=CC=2N(C=N1)C=CC2)=NO (6-(2-Pyridin-4-yl-ethoxy)-2-pyrrolo[1,2-c]pyrimidin-3-yl-chromen-4-one oxime, hydrochloride). RXN SMILES: C([O:5][N:6]=[C:7]1[C:16]2[C:11](=[CH:12][CH:13]=[C:14]([OH:17])[CH:15]=2)[O:10][C:9]([C:18]2[N:23]=[CH:22][N:21]3[CH:24]=[CH:25][CH:26]=[C:20]3[CH:19]=2)=[CH:8]1)(C)(C)C.[Cl:27][CH2:28][CH2:29][C:30]1[CH:35]=[CH:34][N:33]=[CH:32][CH:31]=1>>[ClH:27].[N:33]1[CH:34]=[CH:35][C:30]([CH2:29][CH2:28][O:17][C:14]2[CH:15]=[C:16]3[C:11](=[CH:12][CH:13]=2)[O:10][C:9]([C:18]2[N:23]=[CH:22][N:21]4[CH:24]=[CH:25][CH:26]=[C:20]4[CH:19]=2)=[CH:8][C:7]3=[N:6][OH:5])=[CH:31][CH:32]=1 |f:2.3|. Reported procedure: 6-(2-Pyridin-4-yl-ethoxy)-2-pyrrolo[1,2-c]pyrimidin-3-yl-chromen-4-one oxime, hydrochloride was prepared in 30% overall yield using the method described in example 85, starting from 6-hydroxy-2-pyrrolo[1,2-c]pyrimidin-3-yl-chromen-4-one O-tert-butyl oxime (example 81A) and 4-(2-Chloro-ethyl)-pyridine. Starting materials: CC(C)Cn1c(CO)c(OCCCC(F)(F)F)c2cc(OCc3ccccc3)ccc2c1=O, Cc1ccccc1, [Na+], O=C([O-])O, O=S(Cl)Cl. Product: CC(C)Cn1c(CCl)c(OCCCC(F)(F)F)c2cc(OCc3ccccc3)ccc2c1=O. RXN SMILES: [CH2:1]([c:2]1[cH:3][cH:4][cH:5][cH:6][cH:7]1)[O:8][c:9]1[cH:10][c:11]2[c:12]([O:26][CH2:27][CH2:28][CH2:29][C:30]([F:31])([F:32])[F:33])[c:13]([CH2:24][OH:25])[n:14]([CH2:20][CH:21]([CH3:22])[CH3:23])[c:15](=[O:19])[c:16]2[cH:17][cH:18]1.[CH3:43][c:44]1[cH:45][cH:46][cH:47][cH:48][cH:49]1.[Na+:38].[OH:39][C:40](=[O:41])[O-:42].[S:34]([Cl:35])([Cl:36])=[O:37]>>[CH2:1]([c:2]1[cH:3][cH:4][cH:5][cH:6][cH:7]1)[O:8][c:9]1[cH:10][c:11]2[c:12]([O:26][CH2:27][CH2:28][CH2:29][C:30]([F:31])([F:32])[F:33])[c:13]([CH2:24][Cl:36])[n:14]([CH2:20][CH:21]([CH3:22])[CH3:23])[c:15](=[O:19])[c:16]2[cH:17][cH:18]1. Reactants: COC1=C(CN2CC(CCC2=O)C(=O)O)C=CC(=C1)OC (1-(2,4-dimethoxybenzyl)-6-oxopiperidine-3-carboxylic acid), C1(=CC=CC=C1)OC (anisole). Solvent: FC(C(=O)O)(F)F (trifluoroacetic acid). Run at temperature 80 celsius, time 6 hour. The product is O=C1CCC(CN1)C(=O)O (6-oxopiperidine-3-carboxylic acid). Yield: 94.6%. RXN SMILES: COC1C=C(OC)C=CC=1C[N:6]1[C:11](=[O:12])[CH2:10][CH2:9][CH:8]([C:13]([OH:15])=[O:14])[CH2:7]1.C1(OC)C=CC=CC=1>FC(F)(F)C(O)=O>[O:12]=[C:11]1[NH:6][CH2:7][CH:8]([C:13]([OH:15])=[O:14])[CH2:9][CH2:10]1. Procedure details: To an optically active compound of 1-(2,4-dimethoxybenzyl)-6-oxopiperidine-3-carboxylic acid (1.36 g) were added anisole (758 μl) and trifluoroacetic acid (10 ml), and the mixture was stirred at 80° C. for 6 hours. This reaction solution was cooled to room temperature, and then concentrated under reduced pressure. To the resulting residue was added diisopropyl ether, and the mixture was stirred at room temperature. The insoluble substance was collected by filtration, and dried under reduced pres... Reactants: COC(=O)C1C=CC(NC(=O)OC(C)(C)C)C1, C1CCOC1, C[Si](C)(C)[N-][Si](C)(C)C, CC(C)I, [Li+]. The product is COC(=O)C1(C(C)C)C=CC(NC(=O)OC(C)(C)C)C1. As a reaction SMILES: [C:11]([CH3:12])([CH3:13])([CH3:14])[O:15][C:16](=[O:17])[NH:18][CH:19]1[CH:20]=[CH:21][CH:22]([C:24](=[O:25])[O:26][CH3:27])[CH2:23]1.[CH2:32]1[O:33][CH2:34][CH2:35][CH2:36]1.[CH3:1][Si:2]([CH3:3])([CH3:4])[N-:5][Si:6]([CH3:7])([CH3:8])[CH3:9].[CH:28]([CH3:29])([CH3:30])[I:31].[Li+:10]>>[C:11]([CH3:12])([CH3:13])([CH3:14])[O:15][C:16](=[O:17])[NH:18][CH:19]1[CH:20]=[CH:21][C:22]([C:24](=[O:25])[O:26][CH3:27])([CH:28]([CH3:29])[CH3:30])[CH2:23]1. The reactants are CC(C(C)=O)=CC=CC1=CC=CC=C1 (3-methyl-6-phenyl-3,5-hexadien-2-one), BrCC(=O)OCC (ethyl bromoacetate). The reagents and catalysts are [Zn] (zinc). The product is OC(CC(=O)OCC)(C(=CC=CC1=CC=CC=C1)C)C (ethyl 3-hydroxy-3,4-dimethyl-7-phenyl-4,6-heptadienoate). As a reaction SMILES: [CH3:1][C:2](=[CH:6][CH:7]=[CH:8][C:9]1[CH:14]=[CH:13][CH:12]=[CH:11][CH:10]=1)[C:3](=[O:5])[CH3:4].Br[CH2:16][C:17]([O:19][CH2:20][CH3:21])=[O:18]>[Zn]>[OH:5][C:3]([CH3:4])([C:2]([CH3:1])=[CH:6][CH:7]=[CH:8][C:9]1[CH:10]=[CH:11][CH:12]=[CH:13][CH:14]=1)[CH2:16][C:17]([O:19][CH2:20][CH3:21])=[O:18]. Procedure details: Using 8.60 g of 3-methyl-6-phenyl-3,5-hexadien-2-one, 8.0 ml of ethyl bromoacetate and 4.60 g of zinc, the reaction and the purification of the product were carried out according to the method described in Example 1 (a) affording 12.20 g of ethyl 3-hydroxy-3,4-dimethyl-7-phenyl-4,6-heptadienoate. Reactants: CC1CC(C(Cc2ccccc2)NC(=O)OC(C)(C)C)OC1=O, ClCCl, O=C(O)C(F)(F)F. The product is CC1CC(C(N)Cc2ccccc2)OC1=O. RXN SMILES: [C:1]([O:2][C:3](=[O:4])[NH:7][CH:8]([CH2:9][c:10]1[cH:11][cH:12][cH:13][cH:14][cH:15]1)[CH:16]1[O:17][C:18](=[O:22])[CH:19]([CH3:21])[CH2:20]1)([CH3:5])([CH3:6])[CH3:23].[Cl:31][CH2:32][Cl:33].[OH:24][C:25]([C:26]([F:27])([F:28])[F:29])=[O:30]>>[NH2:7][CH:8]([CH2:9][c:10]1[cH:11][cH:12][cH:13][cH:14][cH:15]1)[CH:16]1[O:17][C:18](=[O:22])[CH:19]([CH3:21])[CH2:20]1.